Task: describe an organic reaction: reactants, conditions, products, and yield. Dataset: the Open Reaction Database (ORD), a public repository of structured organic reaction records Starting materials: C(CCC)N1C(C(NCC1)=O)=O (1-butylpiperazine-2,3-dione), [H-].[Na+] (sodium hydride), BrC(C(=O)OC)C1=CC=CC=C1 (methyl α-bromophenylacetate). Run in CN(C)C=O (DMF). Conditions: time 20 minute. Yields the product C(CCC)N1C(C(N(CC1)C(C(=O)OC)C1=CC=CC=C1)=O)=O (methyl (4-butyl-2,3-dioxopiperazin-1-yl)(phenyl)acetate). Yield: 86.0%. As a reaction SMILES: [CH2:1]([N:5]1[CH2:10][CH2:9][NH:8][C:7](=[O:11])[C:6]1=[O:12])[CH2:2][CH2:3][CH3:4].[H-].[Na+].Br[CH:16]([C:21]1[CH:26]=[CH:25][CH:24]=[CH:23][CH:22]=1)[C:17]([O:19][CH3:20])=[O:18]>CN(C=O)C>[CH2:1]([N:5]1[CH2:10][CH2:9][N:8]([CH:16]([C:21]2[CH:26]=[CH:25][CH:24]=[CH:23][CH:22]=2)[C:17]([O:19][CH3:20])=[O:18])[C:7](=[O:11])[C:6]1=[O:12])[CH2:2][CH2:3][CH3:4] |f:1.2|. Procedure details: To a solution of 1-butylpiperazine-2,3-dione (1.6 g, 9.1 mmol) in DMF (12 ml) at 0° C. was added sodium hydride (0.25 g, 10.4 mmol). After stirring for 20 min, methyl α-bromophenylacetate (1.6 ml, 10.0 mmol) was added to the reaction. The reaction was warmed to rt and allowed to stir for 18 h. The reaction was quenched with water, diluted with EtOAc, washed with 3M LiCl, water, and brine, dried over sodium sulfate, filtered, and concentrated in vacuo. The crude product was purified via flash chr...